The task is: describe an organic reaction: reactants, conditions, products, and yield. This data is from the Open Reaction Database (ORD), a public repository of structured organic reaction records. The reactants are N1CCC2(CC1)CSC1=C(O2)C2=CC=CC=C2C(C1=O)=O (spiro[naphtho[1,2-b][1,4]oxathiine-2,4′-piperidine]-5,6-dione), BrCCCOC1=CC=CC=C1 ((3-bromopropoxy)benzene). The product is O(C1=CC=CC=C1)CCCN1CCC2(CC1)CSC1=C(O2)C2=CC=CC=C2C(C1=O)=O (1′-(3-phenoxypropyl)spiro[naphtho[1,2-b][1,4]oxathiine-2,4′-piperidine]-5,6-dione). Reaction SMILES: [NH:1]1[CH2:6][CH2:5][C:4]2([O:11][C:10]3[C:12]4[C:17]([C:18](=[O:21])[C:19](=[O:20])[C:9]=3[S:8][CH2:7]2)=[CH:16][CH:15]=[CH:14][CH:13]=4)[CH2:3][CH2:2]1.Br[CH2:23][CH2:24][CH2:25][O:26][C:27]1[CH:32]=[CH:31][CH:30]=[CH:29][CH:28]=1>>[O:26]([CH2:25][CH2:24][CH2:23][N:1]1[CH2:2][CH2:3][C:4]2([O:11][C:10]3[C:12]4[C:17]([C:18](=[O:21])[C:19](=[O:20])[C:9]=3[S:8][CH2:7]2)=[CH:16][CH:15]=[CH:14][CH:13]=4)[CH2:5][CH2:6]1)[C:27]1[CH:32]=[CH:31][CH:30]=[CH:29][CH:28]=1. Procedure: Compound 144 was synthesized using spiro[naphtho[1,2-b][1,4]oxathiine-2,4′-piperidine]-5,6-dione, (3-bromopropoxy)benzene and conditions outlined in procedure V. LCMS: 436 [M+H]; Rt=1.05 min. The reactants are [Br-], CCC[Mg+], Cc1ccc(C=O)cc1, C1CCOC1. Product: CCCC(O)c1ccc(C)cc1. RXN SMILES: [Br-:10].[CH2:11]([CH2:12][CH3:13])[Mg+:14].[CH3:1][c:2]1[cH:3][cH:4][c:5]([CH:6]=[O:7])[cH:8][cH:9]1.[O:15]1[CH2:16][CH2:17][CH2:18][CH2:19]1>>[CH3:1][c:2]1[cH:3][cH:4][c:5]([CH:6]([OH:7])[CH2:11][CH2:12][CH3:13])[cH:8][cH:9]1. Run at temperature 65 celsius, time 8 hour. Reactants: S(=O)(Cl)Cl (Thionyl chloride), OC1=C(C(=O)O)C=CC(=C1)SC (2-hydroxy-4-(methylthio)benzoic acid), CO (MeOH), S(=O)(Cl)Cl (thionyl chloride). Reaction SMILES: [OH:1][C:2]1[CH:10]=[C:9]([S:11][CH3:12])[CH:8]=[CH:7][C:3]=1[C:4]([OH:6])=[O:5].S(Cl)(Cl)=O.[CH3:17]O>>[OH:1][C:2]1[CH:10]=[C:9]([S:11][CH3:12])[CH:8]=[CH:7][C:3]=1[C:4]([O:6][CH3:17])=[O:5]. Reported procedure: The 2-hydroxy-4-(methylthio)benzoic acid (836 mg, 4.54 mmol) was dissolved in MeOH (45 mL). Thionyl chloride (0.35 mL, 4.80 mmol) was added and the solution was heated to 65° C. and left overnight. TLC indicated that there was still starting material present; so more thionyl chloride (1.0 mL, 13.7 mmol) was added. After about 1.5 hour, TLC indicated formation of baseline material; so the reaction was concentrated in vacuo. The crude residue was purified using flash column chromatography (100% CH... The product is OC1=C(C(=O)OC)C=CC(=C1)SC (Methyl 2-hydroxy-4-(methylthio)benzoate). Yield: 63.0%. Reagents/catalysts: Cl[Pd]([P](C1=CC=CC=C1)(C2=CC=CC=C2)C3=CC=CC=C3)([P](C4=CC=CC=C4)(C5=CC=CC=C5)C6=CC=CC=C6)Cl (dichlorobis (triphenylphosphine)palladium (II)). Starting materials: C(#C)N1C2=C(C=3C=C(C=CC13)C)CN(CC2)C (5-Ethynyl-2,8-dimethyl-2,3,4,5-tetrahydro-1H-pyrido[4,3-b]indole), BrC=1SC=CC1 (2-bromothiophene), CCCC[N+](CCCC)(CCCC)CCCC.[F-] (TBAF). Procedure: 5-Ethynyl-2,8-dimethyl-2,3,4,5-tetrahydro-1H-pyrido[4,3-b]indole (165 mg, 0.736 mm 2-bromothiophene (100 mg, 0.613 mmol), TBAF.3H2O (580 mg, 1.84 mmol), and dichlorobis (triphenylphosphine)palladium (II) (13 mg, 0.018 mmol) were placed in microwave vial and heated by microwave at 80° C. for 5 min. The reaction was monitored by TLC and LCMS. The reaction mixture was diluted with water (30 mL) and extracted with EtOAc (3×50 mL). The combined organic layer was washed with water (2×50 mL), dried ove... Conditions: temperature 80 celsius. RXN SMILES: [C:1]([N:3]1[C:11]2[CH:10]=[CH:9][C:8]([CH3:12])=[CH:7][C:6]=2[C:5]2[CH2:13][N:14]([CH3:17])[CH2:15][CH2:16][C:4]1=2)#[CH:2].Br[C:19]1[S:20][CH:21]=[CH:22][CH:23]=1.CCCC[N+](CCCC)(CCCC)CCCC.[F-]>O.Cl[Pd](Cl)([P](C1C=CC=CC=1)(C1C=CC=CC=1)C1C=CC=CC=1)[P](C1C=CC=CC=1)(C1C=CC=CC=1)C1C=CC=CC=1>[CH3:17][N:14]1[CH2:15][CH2:16][C:4]2[N:3]([C:1]#[C:2][C:23]3[CH:22]=[CH:21][S:20][CH:19]=3)[C:11]3[CH:10]=[CH:9][C:8]([CH3:12])=[CH:7][C:6]=3[C:5]=2[CH2:13]1 |f:2.3,^1:45,64|. Product: CN1CC2=C(N(C=3C=CC(=CC23)C)C#CC2=CSC=C2)CC1 (2,8-dimethyl-5-thiophen-3-ylethynyl-2,3,4,5-tetrahydro-1H-pyrido[4,3-b]indole). The solvent is O (water). Reactants: FC1(CCC(CC1)CNC1=C(C=C(C=C1)NS(=O)(=O)CC)[N+](=O)[O-])F (N-(4-{[(4,4-Difluorocyclohexyl)methyl]amino}-3-nitrophenyl)ethanesulfonamide). The reagents and catalysts are [Pd] (Pd/C). Run in CCOC(=O)C (EtOAc), CO (MeOH). Product: NC=1C=C(C=CC1NCC1CCC(CC1)(F)F)NS(=O)(=O)CC (N-(3-amino-4-{[(4,4-difluorocyclohexyl)methyl]amino}phenyl)ethanesulfonamide). Yield: 103.1%. RXN SMILES: [F:1][C:2]1([F:25])[CH2:7][CH2:6][CH:5]([CH2:8][NH:9][C:10]2[CH:15]=[CH:14][C:13]([NH:16][S:17]([CH2:20][CH3:21])(=[O:19])=[O:18])=[CH:12][C:11]=2[N+:22]([O-])=O)[CH2:4][CH2:3]1>CCOC(C)=O.CO.[Pd]>[NH2:22][C:11]1[CH:12]=[C:13]([NH:16][S:17]([CH2:20][CH3:21])(=[O:19])=[O:18])[CH:14]=[CH:15][C:10]=1[NH:9][CH2:8][CH:5]1[CH2:4][CH2:3][C:2]([F:1])([F:25])[CH2:7][CH2:6]1. Procedure details: N-(4-{[(4,4-Difluorocyclohexyl)methyl]amino}-3-nitrophenyl)ethanesulfonamide (23.4 g) and Pd/C 10% in EtOAc (800 mL) were shaken together overnight under H2 atmosphere (50 PSI) in a Parr hydrogenation apparatus. The reaction mixture was diluted with MeOH (400 mL) and filtered over celite bed. The solvent was removed to provide the desired title product (22.2 g) as beige solid. Reactants: O1C(NCC1)=O (oxazolidinone), formula 32, C1CCOC1 (THF). Reagents/catalysts: [Pd] (Pd/C). Reaction conditions: time 3 hour. Product: O1C(NC2=C1C=CC=C2)=O (benzoxazolidinone). The yield is 65.0%. Reaction SMILES: [O:1]1[CH2:5][CH2:4][NH:3][C:2]1=[O:6].[CH2:7]1[CH2:11]O[CH2:9][CH2:8]1>[Pd]>[O:1]1[C:5]2[CH:11]=[CH:7][CH:8]=[CH:9][C:4]=2[NH:3][C:2]1=[O:6]. Procedure: A mixture of oxazolidinone of formula 32 (1.00 g, 2.25 mmol) and 10% Pd/C (150 mg) in THF (50 mL) was shaken under an atmosphere of H2 at 50 psi for 3 hours. The reaction vessel was flushed with N2, then Et3N (1.25 mL) and COCl2 (1.20 mL of a 20% solution in toluene, 2.25 mmol) were added and the reaction stirred for 2 hours. The reaction was quenched with saturated NaHCO3, filtered, and the THF removed under reduced pressure. The aqueous solution was extracted with EtOAc. The organic layer was ... The reactants are NC1=NC=C(C=C1)C(F)(F)F (2-amino-5-trifluoromethylpyridine), ClC=1C(=NC=CC1)C(=O)O (3-chloropicolinic acid), CCN=C=NCCCN(C)C.Cl (EDCI hydrochloride), C=1C=CC2=C(C1)N=NN2O (HOBt), C([O-])(O)=O.[Na+] (sodium bicarbonate). The solvent is N1=CC=CC=C1 (pyridine). Reaction conditions: temperature 60 celsius, time 2 hour. Yields the product ClC=1C(=NC=CC1)C(=O)NC1=NC=C(C=C1)C(F)(F)F (3-chloro-N-(5-trifluoromethylpyridin-2-yl)picolinamide). Yield: 34.2%. As a reaction SMILES: [NH2:1][C:2]1[CH:7]=[CH:6][C:5]([C:8]([F:11])([F:10])[F:9])=[CH:4][N:3]=1.[Cl:12][C:13]1[C:14]([C:19](O)=[O:20])=[N:15][CH:16]=[CH:17][CH:18]=1.CCN=C=NCCCN(C)C.Cl.C1C=CC2N(O)N=NC=2C=1.C(=O)(O)[O-].[Na+]>N1C=CC=CC=1>[Cl:12][C:13]1[C:14]([C:19]([NH:1][C:2]2[CH:7]=[CH:6][C:5]([C:8]([F:9])([F:11])[F:10])=[CH:4][N:3]=2)=[O:20])=[N:15][CH:16]=[CH:17][CH:18]=1 |f:2.3,5.6|. Procedure details: A mixture of 0.81 g of 2-amino-5-trifluoromethylpyridine, 0.78 g of 3-chloropicolinic acid, 1.15 g of EDCI hydrochloride, 0.06 g of HOBt and 10 mL of pyridine was stirred at 60° C. for 2 hours. A saturated aqueous sodium bicarbonate solution was poured to the cooled reaction mixture, and the mixture was extracted with ethyl acetate. The organic layer was dried over anhydrous sodium sulfate and then concentrated under reduced pressure, and the resulting residue was applied to a silica gel column ... Reactants: CC=1N=C2N(C(=NC3=C(C2)C=CC=C3)N3CCN(CC3)C)N1 (2-methyl-5-(4-methyl-1-piperazinyl)-11H-1,2,4-triazolo[2,3-c][1,3]benzodiazepine), ClC1=CC(=CC=C1)C(=O)OO (m-chloroperbenzoic acid). The solvent is C(Cl)Cl (methylene chloride). The product is CC=1N=C2N(C(=NC3=C(C2)C=CC=C3)N3CC[N+](CC3)([O-])C)N1 (2-methyl-5-(4-methyl-4-oxido-1-piperazinyl)-11H-1,2,4-triazolo[2,3-c][1,3]benzodiazepine). RXN SMILES: [CH3:1][C:2]1[N:3]=[C:4]2[CH2:10][C:9]3[CH:11]=[CH:12][CH:13]=[CH:14][C:8]=3[N:7]=[C:6]([N:15]3[CH2:20][CH2:19][N:18]([CH3:21])[CH2:17][CH2:16]3)[N:5]2[N:22]=1.ClC1C=CC=C(C(OO)=[O:31])C=1>C(Cl)Cl>[CH3:1][C:2]1[N:3]=[C:4]2[CH2:10][C:9]3[CH:11]=[CH:12][CH:13]=[CH:14][C:8]=3[N:7]=[C:6]([N:15]3[CH2:16][CH2:17][N+:18]([CH3:21])([O-:31])[CH2:19][CH2:20]3)[N:5]2[N:22]=1. Procedure: To a solution of 5 g of 2-methyl-5-(4-methyl-1-piperazinyl)-11H-1,2,4-triazolo[2,3-c][1,3]benzodiazepine in 50 ml of methylene chloride is added in portions 3.75 g of m-chloroperbenzoic acid with stirring at 0°. The mixture is then stirred at room temperature overnight and evaporated to dryness. The foamy residue is passed through 100 g of Amberlite IRA-400 ion exchange resin using water as eluent. Evaporation of the eluent gives 2-methyl-5-(4-methyl-4-oxido-1-piperazinyl)-11H-1,2,4-triazolo[2,3... The reactants are NC1=NC=C(C=C1/C=C/C(=O)OC(C)(C)C)Cl (t-butyl (E)-3-(2-amino-5-chloro-3-pyridinyl)-2-propenoate), [BH4-].[Na+] (sodium borohydride), O (water). Run in C(C)O (ethanol). Conditions: time 16 hour. Yields the product NC1=NC=C(C=C1CCC(=O)OC(C)(C)C)Cl (t-butyl 3-(2-amino-5-chloro-3-pyridinyl)propanoate). The yield is 65.0%. Reaction SMILES: [NH2:1][C:2]1[C:7](/[CH:8]=[CH:9]/[C:10]([O:12][C:13]([CH3:16])([CH3:15])[CH3:14])=[O:11])=[CH:6][C:5]([Cl:17])=[CH:4][N:3]=1.[BH4-].[Na+].O>C(O)C>[NH2:1][C:2]1[C:7]([CH2:8][CH2:9][C:10]([O:12][C:13]([CH3:15])([CH3:14])[CH3:16])=[O:11])=[CH:6][C:5]([Cl:17])=[CH:4][N:3]=1 |f:1.2|. Procedure: To a solution of t-butyl (E)-3-(2-amino-5-chloro-3-pyridinyl)-2-propenoate (500 mg, 2.0 mmol) in ethanol (10 ml) at RT was added sodium borohydride (317 mg, 8.4 mmol) portionwise and the mixture stirred for 16 h. After the addition of water, the ethanol removed in vacuo and the mixture extracted with diethyl ether. The ethereal extracts were dried over MgSO4, evaporated to dryness and purified by column chromatography upon silica gel using hexane—EtOAc (7:3) as eluant to give t-butyl 3-(2-amino-...